Dataset: the Open Reaction Database (ORD), a public repository of structured organic reaction records. Task: describe an organic reaction: reactants, conditions, products, and yield Reactants: CC=1C(=NC(=NC1C)NC1=CC=C(C=C1)F)N1C(C2=CC=CC=C2CC1)COC (5,6-dimethyl-2-(4-fluorophenylamino)-4-(1-methoxymethyl-1,2,3,4-tetrahydroisoquinolin-2-yl)-pyrimidine), B(Br)(Br)Br (boron tribromide). Yields the product CC=1C(=NC(=NC1C)NC1=CC=C(C=C1)F)N1C(C2=CC=CC=C2CC1)CO (5,6-dimethyl-2-(4-fluorophenylamino)-4-(1-hydroxymethyl-1,2,3,4-tetrahydroisoquinolin-2-yl)-pyrimidine). Isolated yield 39.6%. Reaction SMILES: [CH3:1][C:2]1[C:3]([N:17]2[CH2:26][CH2:25][C:24]3[C:19](=[CH:20][CH:21]=[CH:22][CH:23]=3)[CH:18]2[CH2:27][O:28]C)=[N:4][C:5]([NH:9][C:10]2[CH:15]=[CH:14][C:13]([F:16])=[CH:12][CH:11]=2)=[N:6][C:7]=1[CH3:8].B(Br)(Br)Br>>[CH3:1][C:2]1[C:3]([N:17]2[CH2:26][CH2:25][C:24]3[C:19](=[CH:20][CH:21]=[CH:22][CH:23]=3)[CH:18]2[CH2:27][OH:28])=[N:4][C:5]([NH:9][C:10]2[CH:15]=[CH:14][C:13]([F:16])=[CH:12][CH:11]=2)=[N:6][C:7]=1[CH3:8]. Procedure: The same procedures as in Example 32 were repeated using 5,6-dimethyl-2-(4-fluorophenylamino)-4-(1-methoxymethyl-1,2,3,4-tetrahydroisoquinolin-2-yl)-pyrimidine(0.4 g, 1.0 mmol) and boron tribromide(1M-dichloromethane solution, 4.0 ml, 4.0 mmol) to afford 150 mg of the titled compound. The reactants are CC(C)C(NC(=O)OCc1ccccc1)C(=O)Oc1ccc(C(=O)OCCl)cc1, [I-]. The product is CC(C)C(NC(=O)OCc1ccccc1)C(=O)Oc1ccc(C(=O)OCI)cc1. Reaction SMILES: [CH2:1]([c:2]1[cH:3][cH:4][cH:5][cH:6][cH:7]1)[O:8][C:9](=[O:10])[NH:11][CH:12]([CH:13]([CH3:14])[CH3:15])[C:16](=[O:17])[O:18][c:19]1[cH:20][cH:21][c:22]([C:23](=[O:24])[O:25][CH2:26][Cl:27])[cH:28][cH:29]1.[I-:30]>>[CH2:1]([c:2]1[cH:3][cH:4][cH:5][cH:6][cH:7]1)[O:8][C:9](=[O:10])[NH:11][CH:12]([CH:13]([CH3:14])[CH3:15])[C:16](=[O:17])[O:18][c:19]1[cH:20][cH:21][c:22]([C:23](=[O:24])[O:25][CH2:26][I:30])[cH:28][cH:29]1. Reactants: Br.C(C1=CC=CC=C1)(C1=CC=CC=C1)NC1CCNCC1 (benzhydryl-piperidin-4-yl-amine hydrogen bromide salt), BrCCN1C(C=2C(C1=O)=CC=CC2)=O (N-(2-bromoethyl)phthalimide), C(=O)([O-])[O-].[K+].[K+] (K2CO3), [Na+].[I-] (NaI). The solvent is CC(CC)=O (2-butanone). The product is crude product, C(C1=CC=CC=C1)(C1=CC=CC=C1)NC1CCN(CC1)CCN1C(C2=CC=CC=C2C1=O)=O (2-{2-[4-(benzhydryl-amino)-piperidin-1-yl]-ethyl} -isoindole-1,3-dione). RXN SMILES: Br.[CH:2]([NH:15][CH:16]1[CH2:21][CH2:20][NH:19][CH2:18][CH2:17]1)([C:9]1[CH:14]=[CH:13][CH:12]=[CH:11][CH:10]=1)[C:3]1[CH:8]=[CH:7][CH:6]=[CH:5][CH:4]=1.Br[CH2:23][CH2:24][N:25]1[C:29](=[O:30])[C:28]2=[CH:31][CH:32]=[CH:33][CH:34]=[C:27]2[C:26]1=[O:35].C([O-])([O-])=O.[K+].[K+].[Na+].[I-]>CC(=O)CC>[CH:2]([NH:15][CH:16]1[CH2:21][CH2:20][N:19]([CH2:23][CH2:24][N:25]2[C:26](=[O:35])[C:27]3[C:28](=[CH:31][CH:32]=[CH:33][CH:34]=3)[C:29]2=[O:30])[CH2:18][CH2:17]1)([C:9]1[CH:14]=[CH:13][CH:12]=[CH:11][CH:10]=1)[C:3]1[CH:4]=[CH:5][CH:6]=[CH:7][CH:8]=1 |f:0.1,3.4.5,6.7|. Procedure details: The mixture of benzhydryl-piperidin-4-yl-amine hydrogen bromide salt (1.74 g, 5 mmol, 1.0 eq.), N-(2-bromoethyl)phthalimide (1.27 g, 5 mmol, 1.0 eq.), K2CO3 (1.73 g, 12.5 mmol, 2.5 eq.), and NaI (1.05 g, 7.0 mmol, 1.4 eq.) in 2-butanone (20 ml) was refluxed for 2-3 hours. The mixture was then cooled to room temperature. The white solid was filtered off and was washed with small amount of CHCl3. The filtrates were combined and concentrated. The resulted residue was dissolved in CHCl3 (100 ml). Th... Reactants: Cl.C(N)(=N)SCC=C1CC(OC2=CC=C(C=C12)Br)C1=CC=CC=C1 (2-(6-bromo-2-phenylchroman-4-ylidene)ethyl carbamimidothioate HCl salt), NC(=S)N (thiourea), CS(=O)(=O)O (MeSO3H). Solvent: C(=O)(C(F)(F)F)O (TFA). Reaction conditions: time 1 hour. Product: BrC=1C=C2C(=CC1)OC(CC21N=C(SCC1)N)C1=CC=CC=C1 (6-bromo-2-phenyl-5′,6′-dihydrospiro[chroman-4,4′-[1,3]thiazin]-2′-amine). As a reaction SMILES: Cl.[C:2]([S:5][CH2:6][CH:7]=[C:8]1[C:17]2[C:12](=[CH:13][CH:14]=[C:15]([Br:18])[CH:16]=2)[O:11][CH:10]([C:19]2[CH:24]=[CH:23][CH:22]=[CH:21][CH:20]=2)[CH2:9]1)(=[NH:4])[NH2:3].NC(N)=S.CS(O)(=O)=O>C(O)(C(F)(F)F)=O>[Br:18][C:15]1[CH:16]=[C:17]2[C:8]3([CH2:7][CH2:6][S:5][C:2]([NH2:3])=[N:4]3)[CH2:9][CH:10]([C:19]3[CH:24]=[CH:23][CH:22]=[CH:21][CH:20]=3)[O:11][C:12]2=[CH:13][CH:14]=1 |f:0.1|. Procedure details: The above mixture of 2-(6-bromo-2-phenylchroman-4-ylidene)ethyl carbamimidothioate HCl salt and thiourea is dissolved in TFA (4 mL) containing MeSO3H (0.4 mL) and stirred at rt for 1 h. The solvent is removed under reduced pressure. The residue is dissolved in ethyl acetate and washed with sat NaHCO3. The separated aqueous phase is extracted with ethyl acetate once and the combined organic phases are washed with brine, and dried over Na2SO4, and filtered. The filtrate is concentrated to give cru... Reactants: OCC=1C=C(OCC2=C(OCC#N)C(=CC=C2)C)C=CC1 ([2-(3-Hydroxymethyl-phenoxymethyl)-6-methyl-phenoxy]-acetonitrile), C1=CC=C(C=C1)P(C2=CC=CC=C2)C3=CC=CC=C3 (Ph3P), C1CC(=O)N(C1=O)Br (NBS). Solvent: C1CCOC1 (THF). The product is BrCC=1C=C(OCC2=C(OCC#N)C(=CC=C2)C)C=CC1 ([2-(3-Bromomethyl-phenoxymethyl)-6-methyl-phenoxy]-acetonitrile). RXN SMILES: O[CH2:2][C:3]1[CH:4]=[C:5]([CH:19]=[CH:20][CH:21]=1)[O:6][CH2:7][C:8]1[CH:17]=[CH:16][CH:15]=[C:14]([CH3:18])[C:9]=1[O:10][CH2:11][C:12]#[N:13].C1C=CC(P(C2C=CC=CC=2)C2C=CC=CC=2)=CC=1.C1C(=O)N([Br:48])C(=O)C1>C1COCC1>[Br:48][CH2:2][C:3]1[CH:4]=[C:5]([CH:19]=[CH:20][CH:21]=1)[O:6][CH2:7][C:8]1[CH:17]=[CH:16][CH:15]=[C:14]([CH3:18])[C:9]=1[O:10][CH2:11][C:12]#[N:13]. Procedure details: To a solution of [2-(3-hydroxymethyl-phenoxymethyl)-6-methyl-phenoxy]-acetonitrile (230 mg, 0.81 mmol, example 75) in THF (3 mL) is added Ph3P (233 mg, 0.89 mmol) and stirred until homogeneous. Cooled solution to 0° C. then added portionwise NBS (151 mg, 0.85 mmol) and let stir 45 min. Concentrated reaction mixture under reduced pressure. The residue is purified by flash chromatography (silica, 40% CH2Cl2 in hexanes) to give the title compound as a white crystalline solid. MS (EI) 345, 347 (M)+,... Reactants: ClCCl, c1ccc(C(c2ccccc2)N2CCNCC2)cc1, O=C=NC(c1ccccc1)c1ccccc1. Reaction SMILES: [Cl:36][CH2:37][Cl:38].[c:1]1([CH:7]([c:8]2[cH:9][cH:10][cH:11][cH:12][cH:13]2)[N:14]2[CH2:15][CH2:16][NH:17][CH2:18][CH2:19]2)[cH:2][cH:3][cH:4][cH:5][cH:6]1.[c:20]1([CH:26]([c:27]2[cH:28][cH:29][cH:30][cH:31][cH:32]2)[N:33]=[C:34]=[O:35])[cH:21][cH:22][cH:23][cH:24][cH:25]1>>[c:1]1([CH:7]([c:8]2[cH:9][cH:10][cH:11][cH:12][cH:13]2)[N:14]2[CH2:15][CH2:16][N:17]([C:34]([NH:33][CH:26]([c:20]3[cH:21][cH:22][cH:23][cH:24][cH:25]3)[c:27]3[cH:28][cH:29][cH:30][cH:31][cH:32]3)=[O:35])[CH2:18][CH2:19]2)[cH:2][cH:3][cH:4][cH:5][cH:6]1. The product is O=C(NC(c1ccccc1)c1ccccc1)N1CCN(C(c2ccccc2)c2ccccc2)CC1.